From a dataset of the Open Reaction Database (ORD), a public repository of structured organic reaction records. describe an organic reaction: reactants, conditions, products, and yield Starting materials: FC(F)(F)c1n[nH]cc1Br, O=C([O-])[O-], Cc1cc(CCl)ccc1[N+](=O)[O-], CCOC(C)=O, [K+], [K+], CN(C)C=O. The product is Cc1cc(Cn2cc(Br)c(C(F)(F)F)n2)ccc1[N+](=O)[O-]. As a reaction SMILES: [Br:13][c:14]1[c:15]([C:19]([F:20])([F:21])[F:22])[n:16][nH:17][cH:18]1.[C:23](=[O:24])([O-:25])[O-:26].[CH3:1][c:2]1[cH:3][c:4]([CH2:5][Cl:6])[cH:7][cH:8][c:9]1[N+:10](=[O:11])[O-:12].[CH3:34][CH2:35][O:36][C:37](=[O:38])[CH3:39].[K+:27].[K+:28].[O:29]=[CH:30][N:31]([CH3:32])[CH3:33]>>[CH3:1][c:2]1[cH:3][c:4]([CH2:5][n:17]2[n:16][c:15]([C:19]([F:20])([F:21])[F:22])[c:14]([Br:13])[cH:18]2)[cH:7][cH:8][c:9]1[N+:10](=[O:11])[O-:12]. Starting materials: [OH-].[Na+] (sodium hydroxide), ClC1=CC(=NC(=N1)C)C1C(C1)C(=O)OCC (ethyl 2-(6-chloro-2-methylpyrimidin-4-yl)cyclopropanecarboxylate), O (water), [H-].[H-].[H-].[H-].[Li+].[Al+3] (LAH). The solvent is C1CCOC1 (THF). Conditions: temperature -40 celsius, time 1 hour. Product: ClC1=CC(=NC(=N1)C)[C@H]1[C@@H](C1)CO (((1R,2R)-2-(6-chloro-2-methylpyrimidin-4-yl)cyclopropyl)methanol). RXN SMILES: [Cl:1][C:2]1[N:7]=[C:6]([CH3:8])[N:5]=[C:4]([CH:9]2[CH2:11][CH:10]2[C:12](OCC)=[O:13])[CH:3]=1.[H-].[H-].[H-].[H-].[Li+].[Al+3].O.[OH-].[Na+]>C1COCC1>[Cl:1][C:2]1[N:7]=[C:6]([CH3:8])[N:5]=[C:4]([C@@H:9]2[CH2:11][C@H:10]2[CH2:12][OH:13])[CH:3]=1 |f:1.2.3.4.5.6,8.9|. Procedure: ethyl 2-(6-chloro-2-methylpyrimidin-4-yl)cyclopropanecarboxylate (4-2, 6.8 g, 28.3 mmol, 1.0 eq) was dissolved in THF (141 ml) and cooled to −40° C. with dry ice acetone bath. LAH (32.5 ml, 32.5 mmol, 1.2 eq) (1.0 M solution in THF) was added dropwise over 10 minutes. The reaction appeared complete. To the reaction mixture was added water at 0° C. as to not raise the internal reaction temperature above −10° C., followed by 15% aqueous sodium hydroxide solution (2 mL). The cooling bath was remove...